This data is from the Open Reaction Database (ORD), a public repository of structured organic reaction records. The task is: describe an organic reaction: reactants, conditions, products, and yield Reactants: CI (Methyl iodide), [H-].[K+] (potassium hydride), [H-].[K+] (potassium hydride), COC(CC1=CC=C(C(=O)OC)C=C1)=O (homoterephthalic acid dimethyl ester), C(C)(=O)O (acetic acid). Run in O (water), O1CCCC1 (tetrahydrofuran). Run at temperature 0 celsius, time 1 hour. Yields the product COC(C(C1=CC=C(C(=O)OC)C=C1)C)=O (α-Methylhomoterephthalic Acid Dimethyl Ester). RXN SMILES: [H-].[K+].[CH3:3][O:4][C:5](=[O:17])[CH2:6][C:7]1[CH:16]=[CH:15][C:10]([C:11]([O:13][CH3:14])=[O:12])=[CH:9][CH:8]=1.CI.[C:20](O)(=O)C>O1CCCC1.O>[CH3:3][O:4][C:5](=[O:17])[CH:6]([CH3:20])[C:7]1[CH:16]=[CH:15][C:10]([C:11]([O:13][CH3:14])=[O:12])=[CH:9][CH:8]=1 |f:0.1|. Procedure details: A mixture of 35% potassium hydride in oil (6.04 g, equivalent to 2.11 g, 53 mmol of potassium hydride) in 240 mL of sieve dried tetrahydrofuran was cooled to 0° C. The cold mixture was treated with homoterephthalic acid dimethyl ester (10.0 g, 48 mmol). The mixture was stirred at 0° C. for 1 h. Methyl iodide (7.51 g, 53 mmol) was added and the mixture stirred at 0° C. for 30 min, then at room temperature for 16 h. The resulting mixture was treated with 4.8 mL of 50% acetic acid, then poured into... Reaction SMILES: [NH2:1][CH2:2][CH2:3][C:4]1[N:5]=[C:6]([S:9][C:10]([CH3:15])([CH3:14])[C:11]([OH:13])=[O:12])[S:7][CH:8]=1.C1C=C2N=NN(O)C2=CC=1.O.C(N=C=NC(C)C)(C)C.[CH3:36][CH:37]([CH3:47])[CH2:38][CH2:39][CH2:40][CH2:41][CH2:42][CH2:43][C:44](O)=[O:45]>CN(C)C=O>[CH3:14][C:10]([S:9][C:6]1[S:7][CH:8]=[C:4]([CH2:3][CH2:2][NH:1][C:44](=[O:45])[CH2:43][CH2:42][CH2:41][CH2:40][CH2:39][CH2:38][CH:37]([CH3:36])[CH3:47])[N:5]=1)([CH3:15])[C:11]([OH:13])=[O:12] |f:1.2|. Run in CN(C=O)C (dimethylformamide). Reaction conditions: time 8 hour. Reactants: C1=CC=C2C(=C1)N=NN2O.O (HOBT monohydrate), C(C)(C)N=C=NC(C)C (diisopropylcarbodiimide), CC(CCCCCCC(=O)O)C (8-methylnonanoic acid), NCCC=1N=C(SC1)SC(C(=O)O)(C)C (2-{[4-(2-aminoethyl)-1,3-thiazol-2-yl]thio}-2-methylpropionic acid). Product: CC(C(=O)O)(C)SC=1SC=C(N1)CCNC(CCCCCCC(C)C)=O (2-methyl-2-[(4-{2-[(8-methylnonanoyl)amino]ethyl}-1,3-thiazol-2-yl)thio]propionic acid). Reported procedure: To a suspension of 2-{[4-(2-aminoethyl)-1,3-thiazol-2-yl]thio}-2-methylpropionic acid resin (0.30 g) synthesized in Example 483-3 in dimethylformamide (4.0 mL) were added HOBT monohydrate (0.092 g), diisopropylcarbodiimide (0.10 mL) and 8-methylnonanoic acid (0.10 g), and the mixture was stirred at room temperature overnight. The resin was collected by filtration from the reaction mixture, washed three times each with dimethylformamide, tetrahydrofuran and methanol, and vacuum dried to give 2-me... Reactants: COc1ccc(CN(CC(=O)OCc2ccccc2)C(=O)CC(C)=O)cc1, C1CCOC1. Product: COc1ccc(CN(CC(=O)O)C(=O)CC(C)=O)cc1. As a reaction SMILES: [CH2:1]([c:2]1[cH:3][cH:4][cH:5][cH:6][cH:7]1)[O:8][C:9]([CH2:10][N:11]([C:12]([CH2:13][C:14]([CH3:15])=[O:16])=[O:17])[CH2:18][c:19]1[cH:20][cH:21][c:22]([O:25][CH3:26])[cH:23][cH:24]1)=[O:27].[CH2:28]1[O:29][CH2:30][CH2:31][CH2:32]1>>[O:8]=[C:9]([CH2:10][N:11]([C:12]([CH2:13][C:14]([CH3:15])=[O:16])=[O:17])[CH2:18][c:19]1[cH:20][cH:21][c:22]([O:25][CH3:26])[cH:23][cH:24]1)[OH:27]. Reactants: solution, [F-].C(CCC)[N+](CCCC)(CCCC)CCCC (tetrabutylammonium fluoride), N1(CC1)C(=O)C1=NN(C=2CC(C=CC12)(C1=CC=CC=C1)C1=CC=CC=C1)COCC[Si](C)(C)C (aziridin-1-yl(6,6-diphenyl-1-(2-trimethylsilanylethoxymethyl)-6,7-dihydro-1H-indazol-3-yl)methanone), ice, O (water). The solvent is O1CCCC1 (tetrahydrofuran), O1CCCC1 (tetrahydrofuran). Conditions: temperature 0 celsius, time 48 hour. Yields the product N1(CC1)C(=O)C1=NNC=2CC(C=CC12)(C1=CC=CC=C1)C1=CC=CC=C1 (aziridin-1-yl(6,6-diphenyl-6,7-dihydro-1H-indazol-3-yl)methanone). The yield is 470.3%. RXN SMILES: [F-].C([N+](CCCC)(CCCC)CCCC)CCC.[N:19]1([C:22]([C:24]2[C:32]3[CH:31]=[CH:30][C:29]([C:39]4[CH:44]=[CH:43][CH:42]=[CH:41][CH:40]=4)([C:33]4[CH:38]=[CH:37][CH:36]=[CH:35][CH:34]=4)[CH2:28][C:27]=3[N:26](COCC[Si](C)(C)C)[N:25]=2)=[O:23])[CH2:21][CH2:20]1.O>O1CCCC1>[N:19]1([C:22]([C:24]2[C:32]3[CH:31]=[CH:30][C:29]([C:39]4[CH:44]=[CH:43][CH:42]=[CH:41][CH:40]=4)([C:33]4[CH:34]=[CH:35][CH:36]=[CH:37][CH:38]=4)[CH2:28][C:27]=3[NH:26][N:25]=2)=[O:23])[CH2:21][CH2:20]1 |f:0.1|. Reported procedure: 6 cm3 of a commercial 1 M solution of tetrabutylammonium fluoride in tetrahydrofuran are added to a solution of 0.235 g of aziridin-1-yl(6,6-diphenyl-1-(2-trimethylsilanylethoxymethyl)-6,7-dihydro-1H-indazol-3-yl)methanone in 2.5 cm3 of tetrahydrofuran cooled to a temperature in the region of 0° C. After stirring for about 48 hours at a temperature in the region of 20° C., the mixture is poured into 30 cm3 of an ice plus water mixture and extracted with three times 50 cm3 of diethyl ether. The c... The reactants are BrC1=NN(C2=NC(=NC=C21)N)C (3-Bromo-1-methyl-1H-pyrazolo[3,4-d]pyrimidin-6-ylamine), BrC1=NN(C2=NC(=NC=C21)N)C (3-Bromo-1-methyl-1H-pyrazolo[3,4-d]pyrimidin-6-ylamine), COC1=C(C=C(C=C1)C(F)(F)F)B(O)O (2-methoxy-5-trifluoromethylphenylboronic acid), COCCOC (DME), C(=O)([O-])[O-].[Na+].[Na+] (Na2CO3). The reagents and catalysts are C1=CC=C(C=C1)P([C-]2C=CC=C2)C3=CC=CC=C3.C1=CC=C(C=C1)P([C-]2C=CC=C2)C3=CC=CC=C3.Cl[Pd]Cl.[Fe+2] (Pd(dppf)Cl2). Solvent: CCOC(=O)C (EtOAc), [O-]S(=O)(=O)[O-].[Mg+2] (MgSO4). Product: COC1=C(C=C(C=C1)C(F)(F)F)C1=NN(C2=NC(=NC=C21)N)C (3-(2-Methoxy-5-trifluoromethyl-phenyl)-1-methyl-1H-pyrazolo[3,4-d]pyrimidin-6-ylamine). Reaction SMILES: Br[C:2]1[C:10]2[C:5](=[N:6][C:7]([NH2:11])=[N:8][CH:9]=2)[N:4]([CH3:12])[N:3]=1.[CH3:13][O:14][C:15]1[CH:20]=[CH:19][C:18]([C:21]([F:24])([F:23])[F:22])=[CH:17][C:16]=1B(O)O.COCCOC.C([O-])([O-])=O.[Na+].[Na+]>CCOC(C)=O.[O-]S([O-])(=O)=O.[Mg+2].C1C=CC(P(C2C=CC=CC=2)[C-]2C=CC=C2)=CC=1.C1C=CC(P(C2C=CC=CC=2)[C-]2C=CC=C2)=CC=1.Cl[Pd]Cl.[Fe+2]>[CH3:13][O:14][C:15]1[CH:16]=[CH:17][C:18]([C:21]([F:22])([F:23])[F:24])=[CH:19][C:20]=1[C:2]1[C:10]2[C:5](=[N:6][C:7]([NH2:11])=[N:8][CH:9]=2)[N:4]([CH3:12])[N:3]=1 |f:3.4.5,7.8,9.10.11.12|. Reported procedure: 3-Bromo-1-methyl-1H-pyrazolo[3,4-d]pyrimidin-6-ylamine (Intermediate 3) (0.1 g, 0.44 mmol), 2-methoxy-5-trifluoromethylphenylboronic acid (0.116 g, 0.53 mmol), Pd(dppf)Cl2 (0.032 g, 0.044 mmol), DME (4 ml) and 2M aqueous Na2CO3, are mixed together and heated using microwave radiation at 100° C. for 30 minutes. The reaction mixture is diluted with EtOAc (30 mls), MgSO4 is added and the resulting mixture is filtered through Celite® (filter agent), washing with EtOAc. The reaction mixture is absorb... Starting materials: FC1=CC=C(C=C1)C1=NN(C(=N1)C1=CC=C(C=C1)F)CC(=O)O ((3,5-bis-(4-fluoro-phenyl)-(1,2,4)triazol-1-yl)-acetic acid), S(=O)(Cl)Cl (thionylchloride). Product: FC1=CC=C(C=C1)C1=NN(C(=N1)C1=CC=C(C=C1)F)CC(=O)Cl ((3,5-bis-(4-Fluoro-phenyl)-(1,2,4)triazol-1-yl)-acetyl chloride). RXN SMILES: [F:1][C:2]1[CH:7]=[CH:6][C:5]([C:8]2[N:12]=[C:11]([C:13]3[CH:18]=[CH:17][C:16]([F:19])=[CH:15][CH:14]=3)[N:10]([CH2:20][C:21]([OH:23])=O)[N:9]=2)=[CH:4][CH:3]=1.S(Cl)([Cl:26])=O>>[F:1][C:2]1[CH:7]=[CH:6][C:5]([C:8]2[N:12]=[C:11]([C:13]3[CH:18]=[CH:17][C:16]([F:19])=[CH:15][CH:14]=3)[N:10]([CH2:20][C:21]([Cl:26])=[O:23])[N:9]=2)=[CH:4][CH:3]=1. Procedure: 1.2 g of ((3,5-bis-(4-fluoro-phenyl)-(1,2,4)triazol-1-yl)-acetic acid in 15 mL thionylchloride was stirred 30 min. at 60° C. The solvent was removed to give 1.3 g desired product. (M+H)+: 334